This data is from the Open Reaction Database (ORD), a public repository of structured organic reaction records. The task is: describe an organic reaction: reactants, conditions, products, and yield Product: O=C(Nc1cccc(Oc2ccc3nc(Nc4ccccc4)cn3n2)c1)c1cccc(C(F)(F)F)c1. As a reaction SMILES: [CH3:139][c:140]1[cH:141][cH:142][cH:143][cH:144][cH:145]1.[CH3:72][C:73]([CH3:74])([O-:75])[CH3:76].[CH:38]1([P:39]([CH:40]2[CH2:41][CH2:42][CH2:43][CH2:44][CH2:45]2)[c:46]2[cH:47][cH:48][cH:49][cH:50][c:51]2-[c:52]2[c:53]([CH:54]([CH3:55])[CH3:56])[cH:57][c:58]([CH:59]([CH3:60])[CH3:61])[cH:62][c:63]2[CH:64]([CH3:65])[CH3:66])[CH2:67][CH2:68][CH2:69][CH2:70][CH2:71]1.[I:31][c:32]1[cH:33][cH:34][cH:35][cH:36][cH:37]1.[NH2:1][c:2]1[n:3][c:4]2[n:5]([n:6][c:7]([O:10][c:11]3[cH:12][c:13]([NH:17][C:18]([c:19]4[cH:20][c:21]([C:25]([F:26])([F:27])[F:28])[cH:22][cH:23][cH:24]4)=[O:29])[cH:14][cH:15][cH:16]3)[cH:8][cH:9]2)[cH:30]1.[Na+:77].[Na+:78].[O:103]=[C:104]([CH:105]=[CH:106][c:107]1[cH:108][cH:109][cH:110][cH:111][cH:112]1)[CH:113]=[CH:114][c:115]1[cH:116][cH:117][cH:118][cH:119][cH:120]1.[O:121]=[C:122]([CH:123]=[CH:124][c:125]1[cH:126][cH:127][cH:128][cH:129][cH:130]1)[CH:131]=[CH:132][c:133]1[cH:134][cH:135][cH:136][cH:137][cH:138]1.[O:85]=[C:86]([CH:87]=[CH:88][c:89]1[cH:90][cH:91][cH:92][cH:93][cH:94]1)[CH:95]=[CH:96][c:97]1[cH:98][cH:99][cH:100][cH:101][cH:102]1.[OH:79][C:80](=[O:81])[O-:82].[Pd:83].[Pd:84]>>[NH:1]([c:2]1[n:3][c:4]2[n:5]([n:6][c:7]([O:10][c:11]3[cH:12][c:13]([NH:17][C:18]([c:19]4[cH:20][c:21]([C:25]([F:26])([F:27])[F:28])[cH:22][cH:23][cH:24]4)=[O:29])[cH:14][cH:15][cH:16]3)[cH:8][cH:9]2)[cH:30]1)[c:32]1[cH:33][cH:34][cH:35][cH:36][cH:37]1. Starting materials: Cc1ccccc1, CC(C)(C)[O-], CC(C)c1cc(C(C)C)c(-c2ccccc2P(C2CCCCC2)C2CCCCC2)c(C(C)C)c1, Ic1ccccc1, Nc1cn2nc(Oc3cccc(NC(=O)c4cccc(C(F)(F)F)c4)c3)ccc2n1, [Na+], [Na+], O=C(C=Cc1ccccc1)C=Cc1ccccc1, O=C(C=Cc1ccccc1)C=Cc1ccccc1, O=C(C=Cc1ccccc1)C=Cc1ccccc1, O=C([O-])O, [Pd], [Pd]. Reactants: CCO, [Na+], [OH-], COC(=O)c1ccc(Oc2ccccc2)cc1C(F)(F)F. The product is O=C(O)c1ccc(Oc2ccccc2)cc1C(F)(F)F. RXN SMILES: [CH3:24][CH2:25][OH:26].[Na+:23].[OH-:22].[c:1]1([O:7][c:8]2[cH:9][c:10]([C:18]([F:19])([F:20])[F:21])[c:11]([C:12](=[O:13])[O:14][CH3:15])[cH:16][cH:17]2)[cH:2][cH:3][cH:4][cH:5][cH:6]1>>[c:1]1([O:7][c:8]2[cH:9][c:10]([C:18]([F:19])([F:20])[F:21])[c:11]([C:12](=[O:13])[OH:14])[cH:16][cH:17]2)[cH:2][cH:3][cH:4][cH:5][cH:6]1.